describe an organic reaction: reactants, conditions, products, and yield From a dataset of the Open Reaction Database (ORD), a public repository of structured organic reaction records. The yield is 55.0%. Procedure: The same procedure as in Example 2 was repeated using 1.96 g (3.44 mmol) of the mixture of Compound l and Compound m to give a crude product. The crude product was dissolved in 50 ml of methanol, and 1.5 ml of 1N hydrochloric acid was added to the solution, followed by stirring at 50° C. for 2 hours. After the solution was concentrated to about a half of its original volume, the concentrate was adjusted to pH 4 and extracted six times with chloroform. The organic layers were combined and dried o... Product: C(CC)N1C(=O)N(C=2N=C(N(C2C1=O)C)\C=C\C=1N=CNC1)CCC (1,3-Dipropyl-8-[2-(E)-(4-imidazolyl)vinyl]-7-methylxanthine). Reaction SMILES: [CH2:1]([N:4]1[C:13](=[O:14])[C:12]2[NH:11][C:10](/[CH:15]=[CH:16]/[C:17]3[N:18](C(C4C=CC=CC=4)(C4C=CC=CC=4)C4C=CC=CC=4)[CH:19]=[N:20][CH:21]=3)=[N:9][C:8]=2[N:7]([CH2:41][CH2:42][CH3:43])[C:5]1=[O:6])[CH2:2][CH3:3].Cl.[CH3:45]O>>[CH2:1]([N:4]1[C:13](=[O:14])[C:12]2[N:11]([CH3:45])[C:10](/[CH:15]=[CH:16]/[C:17]3[N:18]=[CH:19][NH:20][CH:21]=3)=[N:9][C:8]=2[N:7]([CH2:41][CH2:42][CH3:43])[C:5]1=[O:6])[CH2:2][CH3:3]. Reaction conditions: temperature 50 celsius, time 2 hour. Reactants: crude product, CO (methanol), mixture, Cl (hydrochloric acid), Compound l, C(CC)N1C(=O)N(C=2N=C(NC2C1=O)\C=C\C=1N(C=NC1)C(C1=CC=CC=C1)(C1=CC=CC=C1)C1=CC=CC=C1)CCC (1,3-dipropyl-8-[2-(E)-(3-trityl-4-imidazolyl)vinyl]xanthine). Starting materials: CC(C)(C)C=1C=C(C=C(C1O)C(C)(C)C)C=C1C(NCS1)=O (5-[[3,5-Bis(1,1-dimethylethyl)-4-hydroxyphenyl]methylene]-4-thiazolidinone), BrCC#N (bromoacetonitrile), [H-].[Na+] (sodium hydride). The solvent is O1CCCC1 (tetrahydrofuran). Yields the product CC(C)(C)C=1C=C(C=C(C1O)C(C)(C)C)C=C1C(N(CS1)CC#N)=O (5-[[3,5-bis(1,1-dimethylethyl)-4-hydroxyphenyl]methylene]-4-oxo-3-thiazolidineacetonitrile). The yield is 40.7%. As a reaction SMILES: [CH3:1][C:2]([C:5]1[CH:6]=[C:7]([CH:16]=[C:17]2[S:21][CH2:20][NH:19][C:18]2=[O:22])[CH:8]=[C:9]([C:12]([CH3:15])([CH3:14])[CH3:13])[C:10]=1[OH:11])([CH3:4])[CH3:3].Br[CH2:24][C:25]#[N:26].[H-].[Na+]>O1CCCC1>[CH3:4][C:2]([C:5]1[CH:6]=[C:7]([CH:16]=[C:17]2[S:21][CH2:20][N:19]([CH2:24][C:25]#[N:26])[C:18]2=[O:22])[CH:8]=[C:9]([C:12]([CH3:13])([CH3:14])[CH3:15])[C:10]=1[OH:11])([CH3:1])[CH3:3] |f:2.3|. Procedure details: 7.03 g of 5-[[3,5-Bis(1,1-dimethylethyl)-4-hydroxyphenyl]methylene]-4-thiazolidinone and 2.64 g of bromoacetonitrile were reacted in the presence of 0.97 g of 60% sodium hydride in mineral oil and 330 ml of tetrahydrofuran. Work-up of the reaction mixture provided 3.21 g of the desired title product, m.p. 186°-188° C. The reactants are ClC1=CC2=C(OC3=C(C(=N2)C2=CC=NC=C2)C=C(C=C3)OC)C=C1 (8-Chloro-2-methoxy-11-(4-pyridyl)-dibenz[b,f][1,4]oxazepine), [H-].[Al+3].[Li+].[H-].[H-].[H-] (lithium aluminum hydride), [H-].[Al+3].[Li+].[H-].[H-].[H-] (lithium aluminum hydride), CCOCC (ether). Run in O (Water). The product is ClC1=CC2=C(OC3=C(C(N2)C2=CC=NC=C2)C=C(C=C3)OC)C=C1 (8-chloro-10,11-dihydro-2-methoxy-11-(4-pyridyl)-dibenz[b,f][1,4]oxazepine). RXN SMILES: [Cl:1][C:2]1[CH:24]=[CH:23][C:5]2[O:6][C:7]3[CH:20]=[CH:19][C:18]([O:21][CH3:22])=[CH:17][C:8]=3[C:9]([C:11]3[CH:16]=[CH:15][N:14]=[CH:13][CH:12]=3)=[N:10][C:4]=2[CH:3]=1.[H-].[Al+3].[Li+].[H-].[H-].[H-].CCOCC>O>[Cl:1][C:2]1[CH:24]=[CH:23][C:5]2[O:6][C:7]3[CH:20]=[CH:19][C:18]([O:21][CH3:22])=[CH:17][C:8]=3[CH:9]([C:11]3[CH:16]=[CH:15][N:14]=[CH:13][CH:12]=3)[NH:10][C:4]=2[CH:3]=1 |f:1.2.3.4.5.6|. Reported procedure: A 5.0 g. portion of 8-Chloro-2-methoxy-11-(4-pyridyl)-dibenz[b,f][1,4]oxazepine (Example 1) is added to 2.5 g. of lithium aluminum hydride in 200 ml. of ether. The mixture is stirred and heated under reflux for 4 hours. Water is added dropwise to decompose the excess lithium aluminum hydride. The ether is decanted and the residue is extracted with methylene chloride which is then combined with the ether, dried and evaporated. The residue is crystallized from acetone-hexane giving 8-chloro-10,11-... As a reaction SMILES: [CH2:1]([CH2:2][CH2:3][CH2:4][CH2:5][CH2:6][CH2:7][CH2:8][CH:9]=[CH:10][CH2:11][CH2:12][CH2:13][CH2:14][CH2:15][CH2:16][CH2:17][CH3:18])[OH:19].[O:24]=[S:25]=[O:26].[S:20]([Cl:21])([Cl:22])=[O:23].[cH:27]1[cH:28][cH:29][cH:30][cH:31][cH:32]1.[cH:33]1[cH:34][cH:35][n:36][cH:37][cH:38]1>>[CH2:1]([CH2:2][CH2:3][CH2:4][CH2:5][CH2:6][CH2:7][CH2:8][CH:9]=[CH:10][CH2:11][CH2:12][CH2:13][CH2:14][CH2:15][CH2:16][CH2:17][CH3:18])[Cl:22]. Product: CCCCCCCCC=CCCCCCCCCCl. Reactants: CCCCCCCCC=CCCCCCCCCO, O=S=O, O=S(Cl)Cl, c1ccccc1, c1ccncc1. Reactants: COCCO, [H][H], CC(CC(C(=O)N(C)C)(c1ccccc1)c1ccccc1)N1CCC(NCc2ccccc2)C(O)C1. The product is CC(CC(C(=O)N(C)C)(c1ccccc1)c1ccccc1)N1CCC(N)C(O)C1. Reaction SMILES: [CH3:39][O:40][CH2:41][CH2:42][OH:43].[H:37][H:38].[OH:1][CH:2]1[CH2:3][N:4]([CH:16]([CH2:17][C:18]([C:19](=[O:20])[N:21]([CH3:22])[CH3:23])([c:24]2[cH:25][cH:26][cH:27][cH:28][cH:29]2)[c:30]2[cH:31][cH:32][cH:33][cH:34][cH:35]2)[CH3:36])[CH2:5][CH2:6][CH:7]1[NH:8][CH2:9][c:10]1[cH:11][cH:12][cH:13][cH:14][cH:15]1>>[OH:1][CH:2]1[CH2:3][N:4]([CH:16]([CH2:17][C:18]([C:19](=[O:20])[N:21]([CH3:22])[CH3:23])([c:24]2[cH:25][cH:26][cH:27][cH:28][cH:29]2)[c:30]2[cH:31][cH:32][cH:33][cH:34][cH:35]2)[CH3:36])[CH2:5][CH2:6][CH:7]1[NH2:8]. RXN SMILES: [C:22](=[O:23])([OH:24])[O-:25].[Cl:27][CH2:28][Cl:29].[Na+:26].[S:17]([Cl:18])(=[O:19])([Cl:20])=[O:21].[n:1]1[cH:2][c:3](-[c:7]2[cH:8][c:9]3[c:13]([cH:14][cH:15]2)[C:12](=[O:16])[CH2:11][CH2:10]3)[cH:4][cH:5][cH:6]1>>[n:1]1[cH:2][c:3](-[c:7]2[cH:8][c:9]3[c:13]([cH:14][cH:15]2)[C:12](=[O:16])[CH:11]([Cl:20])[CH2:10]3)[cH:4][cH:5][cH:6]1. Starting materials: O=C([O-])O, ClCCl, [Na+], O=S(=O)(Cl)Cl, O=C1CCc2cc(-c3cccnc3)ccc21. The product is O=C1c2ccc(-c3cccnc3)cc2CC1Cl. Starting materials: COC(C(CC(=O)OC(C)(C)C)N1CCN(CCC1=O)C(\C=C\C1=CC(=CC=C1)Cl)=O)=O (2-{4-[(E)-3-(3-chloro-phenyl)-acryloyl]-7-oxo-[1,4]diazepan-1-yl}-succinic acid 4-tert-butyl ester 1-methyl ester), COC(C(CC(=O)OC(C)(C)C)N1CCN(CCC1=O)C(\C=C\C1=CC(=CC=C1)Cl)=O)=O (2-{4-[(E)-3-(3-chloro-phenyl)-acryloyl]-7-oxo-[1,4]diazepan-1-yl}-succinic acid 4-tert-butyl ester 1-methyl ester), [Li+].[BH4-] (LiBH4). Yields the product C(C)(C)(C)OC(CC(CO)N1CCN(CCC1=O)C(\C=C\C1=CC(=CC=C1)Cl)=O)=O (3-{4-[(E)-3-(3-Chloro-phenyl)-acryloyl]-7-oxo-[1,4]diazepan-1-yl}-4-hydroxy-butyric acid tert-butyl ester). Yield: 84.0%. RXN SMILES: C[O:2][C:3](=O)[CH:4]([N:13]1[C:19](=[O:20])[CH2:18][CH2:17][N:16]([C:21](=[O:31])/[CH:22]=[CH:23]/[C:24]2[CH:29]=[CH:28][CH:27]=[C:26]([Cl:30])[CH:25]=2)[CH2:15][CH2:14]1)[CH2:5][C:6]([O:8][C:9]([CH3:12])([CH3:11])[CH3:10])=[O:7].[Li+].[BH4-]>>[C:9]([O:8][C:6](=[O:7])[CH2:5][CH:4]([N:13]1[C:19](=[O:20])[CH2:18][CH2:17][N:16]([C:21](=[O:31])/[CH:22]=[CH:23]/[C:24]2[CH:29]=[CH:28][CH:27]=[C:26]([Cl:30])[CH:25]=2)[CH2:15][CH2:14]1)[CH2:3][OH:2])([CH3:12])([CH3:10])[CH3:11] |f:1.2|. Reported procedure: In analogy to the procedure described in example 6B, 2-{4-[(E)-3-(3-chloro-phenyl)-acryloyl]-7-oxo-[1,4]diazepan-1-yl}-succinic acid 4-tert-butyl ester 1-methyl ester (intermediate 8C) and 2 eq. of LiBH4 gave, after only 1 night of stirring and purification on a SiO2-column (dichloromethane/MeOH 98:2-95:5), the titled compound in 84% yield as white foam. MS: 436.9 (MH+, 1Cl).